Dataset: the Open Reaction Database (ORD), a public repository of structured organic reaction records. Task: describe an organic reaction: reactants, conditions, products, and yield Starting materials: ClC1=CC(=C(C#N)C=C1)C (4-chloro-2-methylbenzonitrile), [N+](=O)([O-])[O-].[K+] (KNO3). Run in OS(=O)(=O)O (H2SO4). Conditions: time 8 hour. Product: ClC1=CC(=C(C#N)C=C1[N+](=O)[O-])C (4-Chloro-2-methyl-5-nitrobenzonitrile). Isolated yield 42.4%. Reaction SMILES: [Cl:1][C:2]1[CH:9]=[CH:8][C:5]([C:6]#[N:7])=[C:4]([CH3:10])[CH:3]=1.[N+:11]([O-])([O-:13])=[O:12].[K+]>OS(O)(=O)=O>[Cl:1][C:2]1[C:9]([N+:11]([O-:13])=[O:12])=[CH:8][C:5]([C:6]#[N:7])=[C:4]([CH3:10])[CH:3]=1 |f:1.2|. Procedure: To a solution of 4-chloro-2-methylbenzonitrile (10 g, 66 mmol) in conc. H2SO4 was added KNO3 (7.0 g, 69.3 mmol) at 0° C. in small portions, and then the reaction mixture was stirred overnight at ambient temperature. It was then poured into ice and extracted with AcOEt. The combined extracts were washed by sat. NaHCO3 aq., dried over MgSO4 and concentrated. The resulting precipitates were collected by filtration, washed with ether, and dried under reduced pressure to give 5.5 g (42%) of the title... Reactants: S(C)(=O)(=O)[O-] (mesylate), C(C)(C)(C)OC(=O)N1[C@@H](C[C@@H](C1)OS(=O)(=O)C)C(NC1(CC1)C#N)=O ((2S,4S)-2-(1-cyano-cyclopropylcarbamoyl)-4-methanesulfonyloxy-pyrrolidine-1-carboxylic acid t-butyl ester), ClC1=C(C(=CC=C1)Cl)S (2,6-dichlorothiophenol). Product: C(C)(C)(C)OC(=O)N1[C@@H](C[C@H](C1)SC1=C(C=CC=C1Cl)Cl)C(NC1(CC1)C#N)=O ((2S,4R)-2-(1-cyano-cyclopropylcarbamoyl)-4-(2,6-dichloro-phenylsulfanyl)-pyrrolidine-1-carboxylic acid t-butyl ester). RXN SMILES: S([O-])(=O)(=O)C.[C:6]([O:10][C:11]([N:13]1[CH2:17][C@@H:16](OS(C)(=O)=O)[CH2:15][C@H:14]1[C:23](=[O:30])[NH:24][C:25]1([C:28]#[N:29])[CH2:27][CH2:26]1)=[O:12])([CH3:9])([CH3:8])[CH3:7].[Cl:31][C:32]1[CH:37]=[CH:36][CH:35]=[C:34]([Cl:38])[C:33]=1[SH:39]>>[C:6]([O:10][C:11]([N:13]1[CH2:17][C@H:16]([S:39][C:33]2[C:34]([Cl:38])=[CH:35][CH:36]=[CH:37][C:32]=2[Cl:31])[CH2:15][C@H:14]1[C:23](=[O:30])[NH:24][C:25]1([C:28]#[N:29])[CH2:27][CH2:26]1)=[O:12])([CH3:8])([CH3:9])[CH3:7]. Procedure details: The reaction of the mesylate from experiment A2 with 2,6-dichlorothiophenol yielded (2S,4R)-2-(1-cyano-cyclopropylcarbamoyl)-4-(2,6-dichloro-phenylsulfanyl)-pyrrolidine-1-carboxylic acid t-butyl ester as a white solid. MS: 454.4 [M−H]−. The reactants are OO (hydrogen peroxide), CSC1=C(C=C(C(=C1)C(C)C)Br)C(C)C (4-bromo-2,5-diisopropylphenyl methyl sulfide), C(C)(=O)O (acetic acid), O (water). Run at temperature 90 celsius. The product is CS(=O)(=O)C1=C(C=C(C(=C1)C(C)C)Br)C(C)C (4-bromo-2,5-diisopropylphenyl methyl sulfone). Reaction SMILES: OO.[CH3:3][S:4][C:5]1[CH:10]=[C:9]([CH:11]([CH3:13])[CH3:12])[C:8]([Br:14])=[CH:7][C:6]=1[CH:15]([CH3:17])[CH3:16].[OH2:18].C(O)(=[O:21])C>>[CH3:3][S:4]([C:5]1[CH:10]=[C:9]([CH:11]([CH3:12])[CH3:13])[C:8]([Br:14])=[CH:7][C:6]=1[CH:15]([CH3:17])[CH3:16])(=[O:21])=[O:18]. Procedure details: 4-Bromo-2,5-diisopropylphenyl methyl sulfone was prepared as follows. A 55-g portion of 30% hydrogen peroxide was added to a solution of 28.7 g of 4-bromo-2,5-diisopropylphenyl methyl sulfide (prepared in Example 1C) in 100 ml of acetic acid over a period of 25 min. while maintaining the temperature at 50°-60°C. The reaction mixture was then refluxed at 90°C for 4 hrs., after which time it was poured into cold water. The product was filtered and washed with water to give 23.1 g of 4-bromo-2,5-di... Starting materials: C([C@@H](O)C1=CC=CC=C1)(=O)O ((S)-(+)-mandelic acid), ON1C(CCC1=O)=O (N-hydroxy succinimide), C1(CCCCC1)N=C=NC1CCCCC1 (1,3-dicyclohexylcarbodiimide). The solvent is CCOC(=O)C (EtOAc). Reaction conditions: time 4 hour. Product: O=C1N(C(CC1)=O)OC([C@H](C1=CC=CC=C1)O)=O ((S)-Hydroxy-phenyl-acetic acid 2,5-dioxo-pyrrolidin-1-yl ester). As a reaction SMILES: [C:1]([OH:11])(=[O:10])[C@H:2]([C:4]1[CH:9]=[CH:8][CH:7]=[CH:6][CH:5]=1)[OH:3].O[N:13]1[C:17](=[O:18])[CH2:16][CH2:15][C:14]1=[O:19].C1(N=C=NC2CCCCC2)CCCCC1>CCOC(C)=O>[O:19]=[C:14]1[CH2:15][CH2:16][C:17](=[O:18])[N:13]1[O:10][C:1](=[O:11])[C@@H:2]([OH:3])[C:4]1[CH:9]=[CH:8][CH:7]=[CH:6][CH:5]=1. Reported procedure: To a solution of (S)-(+)-mandelic acid (0.50 g, 3.3 mmol) and N-hydroxy succinimide (0.38 g, 3.3 mmol) in EtOAc (10 mL) was added 1,3-dicyclohexylcarbodiimide (0.67 g, 3.3 mmol) in EtOAC (5 mL) drop wise. The resulting solution was let stir for 4 h and then filtered. The filtrate was concentrated under reduced pressure and the resulting residue was used in the next step without further purification. Starting materials: N1C=CC2=CC=CN=C12 (7-azaindol), COC1OCCC1 (2-methoxy-tetrahydrofuran). Product: N1C=C(C2=CC=CN=C12)C(CCCO)C1=CNC2=NC=CC=C12 (4,4-di-(7-azaindol-3-yl)-1-butanol). RXN SMILES: [NH:1]1[C:9]2[C:4](=[CH:5][CH:6]=[CH:7][N:8]=2)[CH:3]=[CH:2]1.C[O:11][CH:12]1[CH2:16][CH2:15][CH2:14]O1>>[NH:1]1[C:9]2[C:4](=[CH:5][CH:6]=[CH:7][N:8]=2)[C:3]([CH:14]([C:3]2[C:4]3[C:9](=[N:8][CH:7]=[CH:6][CH:5]=3)[NH:1][CH:2]=2)[CH2:15][CH2:16][CH2:12][OH:11])=[CH:2]1. Procedure: This compound is prepared in the same way as described in example 1/1 starting from 7-azaindol and 2-methoxy-tetrahydrofuran. Reactants: C(=O)NC(CC1=CC=C(C=C1)Cl)(C)C (N-formyl-1-(4-chlorophenyl)-2-amino-2-methyl propane), C(C(=O)Cl)(=O)Cl (oxalyl chloride), ferric chloride, Cl (hydrochloric acid). Solvent: ClCCl (dichloromethane). Reaction conditions: temperature -5 celsius, time 1 hour. Product: ClC1=CC=C2CC(N=CC2=C1)(C)C (7-Chloro-3,3-dimethyl-3,4-dihydro-isoquinoline), oil. Reaction SMILES: [CH:1]([NH:3][C:4]([CH3:14])([CH3:13])[CH2:5][C:6]1[CH:11]=[CH:10][C:9]([Cl:12])=[CH:8][CH:7]=1)=O.C(Cl)(=O)C(Cl)=O.Cl>ClCCl>[Cl:12][C:9]1[CH:10]=[C:11]2[C:6]([CH2:5][C:4]([CH3:14])([CH3:13])[N:3]=[CH:1]2)=[CH:7][CH:8]=1. Reported procedure: To a stirred solution of N-formyl-1-(4-chlorophenyl)-2-amino-2-methyl propane (9.36 g, 44.2 mmol) in dichloromethane (400 mL) under nitrogen was added oxalyl chloride (4.25 mL, 48.6 mmol) over 10 minutes. After 1 hour, the reaction was cooled in an ice-salt bath (-5° C.) and then treated with anhydrous ferric chloride (8.62 g, 53.0 mmol). One hour later, the cold bath was removed and the reaction stirred an additional 16 h. The dark reaction was then treated with 2.0M aqueous hydrochloric acid a... The product is COC1=NC=CC(=C1C1CCCC(N1CC1=CC2=C(N=C(S2)C)C=C1)=O)OC (6-(2,4-dimethoxypyridin-3-yl)-1-((2-methylbenzo[d]thiazol-6-yl)methyl)piperidin-2-one). As a reaction SMILES: [NH2:1][CH:2]([C:10]1[C:11]([O:18][CH3:19])=[N:12][CH:13]=[CH:14][C:15]=1[O:16][CH3:17])[CH2:3][CH2:4][CH2:5][C:6]([O:8]C)=O.[CH3:20][C:21]1[S:22][C:23]2[CH:29]=[C:28]([CH:30]=O)[CH:27]=[CH:26][C:24]=2[N:25]=1>>[CH3:19][O:18][C:11]1[C:10]([CH:2]2[N:1]([CH2:30][C:28]3[CH:27]=[CH:26][C:24]4[N:25]=[C:21]([CH3:20])[S:22][C:23]=4[CH:29]=3)[C:6](=[O:8])[CH2:5][CH2:4][CH2:3]2)=[C:15]([O:16][CH3:17])[CH:14]=[CH:13][N:12]=1. The reactants are NC(CCCC(=O)OC)C=1C(=NC=CC1OC)OC (methyl 5-amino-5-(2,4-dimethoxypyridin-3-yl)pentanoate), CC=1SC2=C(N1)C=CC(=C2)C=O (2-methylbenzo[d]thiazole-6-carbaldehyde). Procedure details: Prepared according to the described general procedure 1 (GP1) by reaction of methyl 5-amino-5-(2,4-dimethoxypyridin-3-yl)pentanoate with 2-methylbenzo[d]thiazole-6-carbaldehyde. Subsequent purification by preparative HPLC afforded the target compound. LC-MS (conditions A): tR=0.63 min.; [M+H]+: 397.76 g/mol.